From a dataset of the Open Reaction Database (ORD), a public repository of structured organic reaction records. describe an organic reaction: reactants, conditions, products, and yield The reactants are COC(C(=O)N1C([C@@H]([C@H]1SC(C)=O)OC(COC1=CC=CC=C1)=O)=O)=O (2[-(3S,4R)-4-acetylthio-3-phenoxyacetoxy-2-oxoazetidin-1-yl]-2-oxoacetic acid methyl ester), ClC(COC(C=C(C)C)=O)(Cl)Cl (3-methyl-crotonic acid 2,2,2-trichloroethyl ester), N1=CC=CC=C1 (pyridine), C1(=CC=CC=C1)P(C1=CC=CC=C1)C1=CC=CC=C1 (triphenylphosphine). Solvent: C(C)(=O)OC(C)=O (acetic anhydride), C(C)(=O)O (acetic acid). Conditions: time 75 minute. Product: ClC(COC(C(=C(C)C)N1C([C@@H]([C@H]1SC(C)=O)OC)=O)=O)(Cl)Cl (2-[(3S,4R)-4-acetylthio-3-methoxy-2-oxoazetidin-1-yl]-3-methylcrotonic acid 2,2,2-trichloroethyl ester). As a reaction SMILES: COC(=O)C([N:6]1[C@H:9]([S:10][C:11](=[O:13])[CH3:12])[C@@H:8]([O:14][C:15](=O)COC2C=CC=CC=2)[C:7]1=[O:25])=O.[Cl:27][C:28]([Cl:38])([Cl:37])[CH2:29][O:30][C:31](=[O:36])[CH:32]=[C:33]([CH3:35])[CH3:34].C1(P(C2C=CC=CC=2)C2C=CC=CC=2)C=CC=CC=1.N1C=CC=CC=1>C(OC(=O)C)(=O)C.C(O)(=O)C>[Cl:27][C:28]([Cl:37])([Cl:38])[CH2:29][O:30][C:31](=[O:36])[C:32]([N:6]1[C@H:9]([S:10][C:11](=[O:13])[CH3:12])[C@@H:8]([O:14][CH3:15])[C:7]1=[O:25])=[C:33]([CH3:35])[CH3:34]. Procedure: A solution of 3.26 g of 2- (3S,4R)-4-(benzthiazol-2-yldithio]-3-methoxy-2-oxoazetidin-1-yl]-3-methyl-crotonic acid 2,2,2-trichloroethyl ester in 36.3 ml of acetic anhydride and 12.4 ml of acetic acid is cooled to -15° and 1.7 g of triphenylphosphine are added. After stirring under nitrogen at the same temperature for 75 minutes, 24.8 ml of pyridine are added to the mixture. After stirring for a further 3 hours at 0°, the reaction mixture is concentrated by evaporation under reduced pressure and ... The reactants are CC(C)N, CCN(C(C)C)C(C)C, O=C(O)c1ccc(N2CCN(Cc3cnc4c(c3)NC(=O)C3CCCN43)CC2)cc1, CN(C)C=O. The product is CC(C)NC(=O)c1ccc(N2CCN(Cc3cnc4c(c3)NC(=O)C3CCCN43)CC2)cc1. Reaction SMILES: [CH3:31][CH:32]([CH3:33])[NH2:34].[CH:35]([N:36]([CH2:37][CH3:38])[CH:39]([CH3:40])[CH3:41])([CH3:42])[CH3:43].[O:1]=[C:2]1[CH:3]2[N:4]([c:5]3[c:6]([cH:8][c:9]([CH2:12][N:13]4[CH2:14][CH2:15][N:16]([c:19]5[cH:20][cH:21][c:22]([C:23](=[O:24])[OH:25])[cH:26][cH:27]5)[CH2:17][CH2:18]4)[cH:10][n:11]3)[NH:7]1)[CH2:28][CH2:29][CH2:30]2.[O:44]=[CH:45][N:46]([CH3:47])[CH3:48]>>[O:1]=[C:2]1[CH:3]2[N:4]([c:5]3[c:6]([cH:8][c:9]([CH2:12][N:13]4[CH2:14][CH2:15][N:16]([c:19]5[cH:20][cH:21][c:22]([C:23](=[O:24])[NH:34][CH:32]([CH3:31])[CH3:33])[cH:26][cH:27]5)[CH2:17][CH2:18]4)[cH:10][n:11]3)[NH:7]1)[CH2:28][CH2:29][CH2:30]2.